Dataset: the Open Reaction Database (ORD), a public repository of structured organic reaction records. Task: describe an organic reaction: reactants, conditions, products, and yield The reactants are ClC1=C(C(=O)Cl)C=C(C=C1)[N+](=O)[O-] (2-chloro-5-nitrobenzoyl chloride), [Cl-].[Al+3].[Cl-].[Cl-] (aluminium chloride). As a reaction SMILES: [Cl:1][C:2]1[CH:10]=[CH:9][C:8]([N+:11]([O-:13])=[O:12])=[CH:7][C:3]=1[C:4](Cl)=[O:5].[Cl-:14].[Al+3].[Cl-].[Cl-]>ClC1C=CC=CC=1>[Cl:1][C:2]1[CH:10]=[C:9]([Cl:14])[C:8]([N+:11]([O-:13])=[O:12])=[CH:7][C:3]=1[C:4]([C:2]1[CH:10]=[CH:9][CH:8]=[CH:7][CH:3]=1)=[O:5] |f:1.2.3.4|. Procedure details: The reaction is carried out as in Example 10 a) by reacting chlorobenzene with 2-chloro-5-nitrobenzoyl chloride in the presence of aluminium chloride. The solvent is ClC1=CC=CC=C1 (chlorobenzene). Yields the product ClC1=C(C(=O)C2=CC=CC=C2)C=C(C(=C1)Cl)[N+](=O)[O-] (2,4-dichloro-5-nitrobenzophenone).